From a dataset of the Open Reaction Database (ORD), a public repository of structured organic reaction records. describe an organic reaction: reactants, conditions, products, and yield Reactants: O=C=O, [Li]CCCC, C1CCOC1, C1CCOCC1, Oc1ccc(-c2ccccc2)cc1. Product: O=C(O)c1cc(-c2ccccc2)ccc1O. RXN SMILES: [C:25](=[O:26])=[O:27].[CH2:20]([Li:21])[CH2:22][CH2:23][CH3:24].[CH2:28]1[O:29][CH2:30][CH2:31][CH2:32]1.[O:1]1[CH2:2][CH2:3][CH2:4][CH2:5][CH2:6]1.[c:7]1(-[c:13]2[cH:14][cH:15][c:16]([OH:19])[cH:17][cH:18]2)[cH:8][cH:9][cH:10][cH:11][cH:12]1>>[c:7]1(-[c:13]2[cH:14][cH:15][c:16]([OH:19])[c:17]([C:25](=[O:26])[OH:27])[cH:18]2)[cH:8][cH:9][cH:10][cH:11][cH:12]1. Starting materials: Cc1cc(S)cc(C(C)(C)C)c1N, C=O, CO, c1ccc(Nc2ccccc2)cc1. RXN SMILES: [C:1]([CH3:2])([CH3:3])([CH3:4])[c:5]1[c:6]([NH2:7])[c:8]([CH3:13])[cH:9][c:10]([SH:12])[cH:11]1.[CH2:27]=[O:28].[CH3:29][OH:30].[NH:14]([c:15]1[cH:16][cH:17][cH:18][cH:19][cH:20]1)[c:21]1[cH:22][cH:23][cH:24][cH:25][cH:26]1>>[C:1]([CH3:2])([CH3:3])([CH3:4])[c:5]1[c:6]([NH2:7])[c:8]([CH3:13])[cH:9][c:10]([S:12][CH2:27][N:14]([c:15]2[cH:16][cH:17][cH:18][cH:19][cH:20]2)[c:21]2[cH:22][cH:23][cH:24][cH:25][cH:26]2)[cH:11]1. Product: Cc1cc(SCN(c2ccccc2)c2ccccc2)cc(C(C)(C)C)c1N.